This data is from the Open Reaction Database (ORD), a public repository of structured organic reaction records. The task is: describe an organic reaction: reactants, conditions, products, and yield The yield is 38.9%. Yields the product C(C)OC=1C(=C(C#N)C(=CC1OC)[N+](=O)[O-])I (3-Ethoxy-2-iodo-4-methoxy-6-nitrobenzonitrile). Solvent: CN(C)C=O (DMF). Procedure: To a solution of the product of step (a) (6.95 g, 21.7 mmol) and bromoethane (1.78 ml, 23.8 mmol) in DMF (70 ml) was added potassium carbonate (4.49 g, 32.5 mmol) and the reaction was heated to 60° C. for 18 h. After cooling, the reaction mixture was partitioned between 2N aqueous HCl and EtOAc, the organic layer was separated, washed with H2O, dried over MgSO4 and evaporated. The crude product was purified on silica gel, eluting with CH2Cl2/MeOH (97/3, v/v) to afford the subtitle compound as a ... As a reaction SMILES: [OH:1][C:2]1[C:3]([I:15])=[C:4]([C:7]([N+:12]([O-:14])=[O:13])=[CH:8][C:9]=1[O:10][CH3:11])[C:5]#[N:6].Br[CH2:17][CH3:18].C(=O)([O-])[O-].[K+].[K+]>CN(C=O)C>[CH2:17]([O:1][C:2]1[C:3]([I:15])=[C:4]([C:7]([N+:12]([O-:14])=[O:13])=[CH:8][C:9]=1[O:10][CH3:11])[C:5]#[N:6])[CH3:18] |f:2.3.4|. The reactants are OC=1C(=C(C#N)C(=CC1OC)[N+](=O)[O-])I (3-Hydroxy-2-iodo-4-methoxy-6-nitrobenzonitrile), BrCC (bromoethane), C([O-])([O-])=O.[K+].[K+] (potassium carbonate). Reaction conditions: temperature 60 celsius. Starting materials: C[O-].[Na+] (sodium methoxide), N1N=CN=C1 (1,2,4-triazole), C(C1=CC=CC=C1)Cl (benzyl chloride). The solvent is CO (methanol). Reaction conditions: time 45 minute. Product: C(C1=CC=CC=C1)N1N=CN=C1 (1-benzyl-1,2,4-triazole). RXN SMILES: [NH:1]1[CH:5]=[N:4][CH:3]=[N:2]1.C[O-].[Na+].[CH2:9](Cl)[C:10]1[CH:15]=[CH:14][CH:13]=[CH:12][CH:11]=1>CO>[CH2:9]([N:1]1[CH:5]=[N:4][CH:3]=[N:2]1)[C:10]1[CH:15]=[CH:14][CH:13]=[CH:12][CH:11]=1 |f:1.2|. Procedure: To a continuously stirred mixture of 13.8 grams of 1,2,4-triazole in 120 ml of methanol cooled at 0° was added 11.9 grams of sodium methoxide. The mixture was allowed to warm to room temperature and stir for 45 minutes whereupon the mixture was again cooled at 0° C. and there was added 25.3 ml of benzyl chloride. After being warmed to room temperature and continuously stirred for 14 hours, the mixture was concentrated and the residue extracted well with dichloromethane. The extract was washed wi... Reactants: C1(=CC=CC=C1)C1CN(C2=CC=CC=C12)C([C@@H]1N(CCC1)S(=O)(=O)C1=CC=C(C)C=C1)=O (3-phenyl-1-(N-tosyl-D-prolyl)-indoline), Cl (hydrochloric acid). The solvent is C(C)(=O)O (acetic acid). Yields the product C1(=CC=CC=C1)C1CNC2=CC=CC=C12 ((+)-3-phenylindoline). As a reaction SMILES: [C:1]1([CH:7]2[C:15]3[C:10](=[CH:11][CH:12]=[CH:13][CH:14]=3)[N:9](C(=O)[C@H]3CCCN3S(C3C=CC(C)=CC=3)(=O)=O)[CH2:8]2)[CH:6]=[CH:5][CH:4]=[CH:3][CH:2]=1.Cl>C(O)(=O)C>[C:1]1([CH:7]2[C:15]3[C:10](=[CH:11][CH:12]=[CH:13][CH:14]=3)[NH:9][CH2:8]2)[CH:2]=[CH:3][CH:4]=[CH:5][CH:6]=1. Reported procedure: A 5.0 g portion of the 3-phenyl-1-(N-tosyl-D-prolyl)-indoline obtained above was suspended in a mixed solution of 40 ml acetic acid and 15 ml concentrated hydrochloric acid, and heated under reflux for 6 hours. The reaction solution was concentrated under reduced pressure and washed with toluene, and then the aqueous layer was made basic with an aqueous sodium hydroxide solution and extracted with diethyl ether. The extract was dried and concentrated to obtain 1.52 g of (+)-3-phenylindoline as y... RXN SMILES: [CH3:20][OH:21].[CH:1]1([N:7]([C:8]([c:9]2[c:10]([N+:15]([O-:16])=[O:17])[cH:11][cH:12][cH:13][cH:14]2)=[O:18])[CH3:19])[CH2:2][CH2:3][CH2:4][CH2:5][CH2:6]1>>[CH:1]1([N:7]([C:8]([c:9]2[c:10]([NH2:15])[cH:11][cH:12][cH:13][cH:14]2)=[O:18])[CH3:19])[CH2:2][CH2:3][CH2:4][CH2:5][CH2:6]1. Yields the product CN(C(=O)c1ccccc1N)C1CCCCC1. The reactants are CO, CN(C(=O)c1ccccc1[N+](=O)[O-])C1CCCCC1. Procedure details: (S)-3-Benzoyl-4-isopropyl-2,5-oxazolidinedione (N-benzoyl-L-valine-NCA) (100 mg, 0.40 mmol) was dissolved in ethyl acetate (2.0 mL), followed by the addition of a solution of (S)-1-(p-tolyl)ethylamine (55 mg, 0.40 mmol) and N-methylmorpholine (61 mg, 0.60 mmol) in ethyl acetate (2.0 mL) at 0° C. The resulting mixture was stirred for 30 minutes. The reaction mixture was poured into 1 N hydrochloric acid (10 mL), followed by extraction with ethyl acetate (10 mL). The organic layer was washed succe... The solvent is C(C)(=O)OCC (ethyl acetate), C(C)(=O)OCC (ethyl acetate). Isolated yield 99.0%. The product is C1(=CC=C(C=C1)[C@H](C)NC([C@@H](NC(C1=CC=CC=C1)=O)C(C)C)=O)C (N-benzoyl-L-valine-(S)-1-(p-tolyl)ethylamide). The reactants are Cl (hydrochloric acid), C(C1=CC=CC=C1)(=O)N1C(OC([C@@H]1C(C)C)=O)=O ((S)-3-Benzoyl-4-isopropyl-2,5-oxazolidinedione), C1(=CC=C(C=C1)[C@H](C)N)C ((S)-1-(p-tolyl)ethylamine), CN1CCOCC1 (N-methylmorpholine). Run at time 30 minute. Reaction SMILES: [C:1]([N:9]1[C@@H:13]([CH:14]([CH3:16])[CH3:15])[C:12](=[O:17])OC1=O)(=[O:8])[C:2]1[CH:7]=[CH:6][CH:5]=[CH:4][CH:3]=1.[C:19]1([CH3:28])[CH:24]=[CH:23][C:22]([C@@H:25]([NH2:27])[CH3:26])=[CH:21][CH:20]=1.CN1CCOCC1.Cl>C(OCC)(=O)C>[C:19]1([CH3:28])[CH:24]=[CH:23][C:22]([C@@H:25]([NH:27][C:12](=[O:17])[C@H:13]([CH:14]([CH3:15])[CH3:16])[NH:9][C:1](=[O:8])[C:2]2[CH:3]=[CH:4][CH:5]=[CH:6][CH:7]=2)[CH3:26])=[CH:21][CH:20]=1. Procedure details: 69 mg (0.20 mmol) of 5-(4-ethylphenyl)-1-(morpholin-4-ylcarbonyl)piperidine-3-carboxylic acid (Example 38A) and 33 mg (0.22 mmol, 1.1 eq.) of 1-hydroxy-4-methylpyridine-2-carboximidamide were reacted according to the General Method 1. Yield: 35 mg (38% of theory) Reactants: C(C)C1=CC=C(C=C1)C1CC(CN(C1)C(=O)N1CCOCC1)C(=O)O (5-(4-Ethylphenyl)-1-(morpholin-4-ylcarbonyl)piperidine-3-carboxylic acid), ON1C(C=C(C=C1)C)C(N)=N (1-hydroxy-4-methylpyridine-2-carboximidamide). Product: C(C)C1=CC=C(C=C1)C1CN(CC(C1)C1=NC(=NO1)C1=NC=CC(=C1)C)C(=O)N1CCOCC1 (4-({3-(4-Ethylphenyl)-5-[3-(4-methylpyridin-2-yl)-1,2,4-oxadiazol-5-yl]piperidin-1-yl}carbonyl)-morpholine). RXN SMILES: [CH2:1]([C:3]1[CH:8]=[CH:7][C:6]([CH:9]2[CH2:14][N:13]([C:15]([N:17]3[CH2:22][CH2:21][O:20][CH2:19][CH2:18]3)=[O:16])[CH2:12][CH:11]([C:23](O)=[O:24])[CH2:10]2)=[CH:5][CH:4]=1)[CH3:2].O[N:27]1[CH:32]=[CH:31][C:30]([CH3:33])=[CH:29][CH:28]1[C:34](=[NH:36])[NH2:35]>>[CH2:1]([C:3]1[CH:4]=[CH:5][C:6]([CH:9]2[CH2:10][CH:11]([C:23]3[O:24][N:36]=[C:34]([C:28]4[CH:29]=[C:30]([CH3:33])[CH:31]=[CH:32][N:27]=4)[N:35]=3)[CH2:12][N:13]([C:15]([N:17]3[CH2:22][CH2:21][O:20][CH2:19][CH2:18]3)=[O:16])[CH2:14]2)=[CH:7][CH:8]=1)[CH3:2].